The task is: describe an organic reaction: reactants, conditions, products, and yield. This data is from the Open Reaction Database (ORD), a public repository of structured organic reaction records. Reactants: ClC=1C=C(C=CC1OC(C)C)C1=NC(=NO1)C1=CC2=C(CNCCO2)C=C1 (8-(5-{3-chloro-4-[(1-methylethyl)oxy]phenyl}-1,2,4-oxadiazol-3-yl)-2,3,4,5-tetrahydro-1,4-benzoxazepine), CCN(C(C)C)C(C)C (DIPEA), BrCCCC(=O)OCC (ethyl 4-bromobutanoate). Run in C(C)#N (acetonitrile), CCOC(=O)C.O (EtOAc water). Conditions: temperature 70 celsius. The product is ClC=1C=C(C=CC1OC(C)C)C1=NC(=NO1)C1=CC2=C(CN(CCO2)CCCC(=O)OCC)C=C1 (Ethyl 4-[8-(5-{3-chloro-4-[(1-methylethyl)oxy]phenyl}-1,2,4-oxadiazol-3-yl)-2,3-dihydro-1,4-benzoxazepin-4(5H)-yl]butanoate). Yield: 70.7%. As a reaction SMILES: [Cl:1][C:2]1[CH:3]=[C:4]([C:12]2[O:16][N:15]=[C:14]([C:17]3[CH:27]=[CH:26][C:20]4[CH2:21][NH:22][CH2:23][CH2:24][O:25][C:19]=4[CH:18]=3)[N:13]=2)[CH:5]=[CH:6][C:7]=1[O:8][CH:9]([CH3:11])[CH3:10].CCN(C(C)C)C(C)C.Br[CH2:38][CH2:39][CH2:40][C:41]([O:43][CH2:44][CH3:45])=[O:42]>C(#N)C.CCOC(C)=O.O>[Cl:1][C:2]1[CH:3]=[C:4]([C:12]2[O:16][N:15]=[C:14]([C:17]3[CH:27]=[CH:26][C:20]4[CH2:21][N:22]([CH2:38][CH2:39][CH2:40][C:41]([O:43][CH2:44][CH3:45])=[O:42])[CH2:23][CH2:24][O:25][C:19]=4[CH:18]=3)[N:13]=2)[CH:5]=[CH:6][C:7]=1[O:8][CH:9]([CH3:11])[CH3:10] |f:4.5|. Reported procedure: A mixture of 8-(5-{3-chloro-4-[(1-methylethyl)oxy]phenyl}-1,2,4-oxadiazol-3-yl)-2,3,4,5-tetrahydro-1,4-benzoxazepine (Example 13) (0.127 g, 0.3 mmol), DIPEA (0.052 ml, 0.300 mmol) and ethyl 4-bromobutanoate (0.059 g, 0.300 mmol) in acetonitrile (5 ml) was stirred and heated at 70° C. for 15 hours. The cooled reaction mixture was diluted and dissolved in EtOAc/water (30 ml of each) and the organics dried (magnesium sulphate), evaporated and purified by flash chromatography eluting with 1:1 EtOAc/...